Dataset: the Open Reaction Database (ORD), a public repository of structured organic reaction records. Task: describe an organic reaction: reactants, conditions, products, and yield Starting materials: C(=C)(C)C=1C=C(C(C)(C)N=C=O)C=CC1 (3-isopropenyl-α,α-dimethylbenzylisocyanate), C(CCCCCCCCCCC)(=O)[O-].C(CCCCCCCCCCC)(=O)[O-].C(CCC)[Sn+2]CCCC (dibutyltin dilaurate), C(CCCCCCCCCCC)(=O)[O-].C(CCC)[Sn+2]CCCC.C(CCCCCCCCCCC)(=O)[O-] (dibutyltin laurate), [N-]=C=O (isocyanate), OC(CC(C)=O)(C)C (4-hydroxy-4-methyl-2-pentanone). Solvent: O (Water). Run at temperature 100 celsius, time 2 hour. Yields the product C(=C)(C)C=1C=C(C(C)(C)N)C=CC1 (3-Isopropenyl-α,α-Dimethylbenzylamine). Reaction SMILES: [C:1]([C:4]1[CH:5]=[C:6]([CH:13]=[CH:14][CH:15]=1)[C:7]([N:10]=C=O)([CH3:9])[CH3:8])([CH3:3])=[CH2:2].[N-]=C=O.OC(C)(C)CC(=O)C.C([O-])(=O)CCCCCCCCCCC.C([O-])(=O)CCCCCCCCCCC.C([Sn+2]CCCC)CCC>O>[C:1]([C:4]1[CH:5]=[C:6]([CH:13]=[CH:14][CH:15]=1)[C:7]([NH2:10])([CH3:9])[CH3:8])([CH3:3])=[CH2:2] |f:3.4.5|. Procedure: A flask blanketed with nitrogen was charged with 3-isopropenyl-α,α-dimethylbenzylisocyanate (m-TMI) (475.33 g) and the isocyanate was heated to about 85° C. 4-hydroxy-4-methyl-2-pentanone (274.99 g) was added from an addition funnel to the flask at a fairly rapid rate. The mixture was stirred for two hours and about 0.16 g of dibutyltin dilaurate was added to the mixture, after which the temperature was raised to about 100° C. The reaction mixture was stirred for about 1.5 hours at 100° C. and t... Starting materials: NC1(CCCCC1)C(=O)OCC1=CC=CC=C1.CC=1C=CC(=CC1)S(=O)(=O)O (phenylmethyl 1-aminocyclohexanecarboxylate ·p-toluenesulfonate), O (water), COC1=CC=C(C=C1)S(=O)(=O)Cl (4-methoxybenzenesulfonylchloride). The solvent is C(C)(=O)OCC (ethyl acetate). The product is COC1=CC=C(C=C1)S(=O)(=O)NC1(CCCCC1)C(=O)OCC1=CC=CC=C1 (phenylmethyl 1-[N-(4-methoxybenzenesulfonyl)amino]cyclohexanecarboxylate). Isolated yield 54.0%. RXN SMILES: [NH2:1][C:2]1([C:8]([O:10][CH2:11][C:12]2[CH:17]=[CH:16][CH:15]=[CH:14][CH:13]=2)=[O:9])[CH2:7][CH2:6][CH2:5][CH2:4][CH2:3]1.CC1C=CC(S(O)(=O)=O)=CC=1.O.[CH3:30][O:31][C:32]1[CH:37]=[CH:36][C:35]([S:38](Cl)(=[O:40])=[O:39])=[CH:34][CH:33]=1>C(OCC)(=O)C>[CH3:30][O:31][C:32]1[CH:33]=[CH:34][C:35]([S:38]([NH:1][C:2]2([C:8]([O:10][CH2:11][C:12]3[CH:13]=[CH:14][CH:15]=[CH:16][CH:17]=3)=[O:9])[CH2:7][CH2:6][CH2:5][CH2:4][CH2:3]2)(=[O:40])=[O:39])=[CH:36][CH:37]=1 |f:0.1|. Procedure: 8.1 g (20 mmol) of phenylmethyl 1-aminocyclohexanecarboxylate ·p-toluenesulfonate was added to 50 nm of water, and then 4.1 g (20 mmol) of 4-methoxybenzenesulfonylchloride and 50 ml of ethyl acetate was added to the mixture with stirring. After stirring at room temperature, the reaction mixture was put into a separatory funnel and water layer was removed therefrom. Subsequently, organic layer was washed with successive, 10% potassium hydrogensulfate solution, and saturated brine, and then, was d... Reactants: CCCC[N+](CCCC)(CCCC)CCCC, C1CCOC1, [F-], COc1c2c(c(O[Si](C(C)C)(C(C)C)C(C)C)c3ncccc13)C(=O)N(Cc1ccc(F)cc1)C2(O)c1ccccc1. Yields the product COc1c2c(c(O)c3ncccc13)C(=O)N(Cc1ccc(F)cc1)C2(O)c1ccccc1. Reaction SMILES: [CH2:44]([N+:45]([CH2:46][CH2:47][CH2:48][CH3:49])([CH2:50][CH2:51][CH2:52][CH3:53])[CH2:54][CH2:55][CH2:56][CH3:57])[CH2:58][CH2:59][CH3:60].[CH2:61]1[O:62][CH2:63][CH2:64][CH2:65]1.[F-:43].[F:1][c:2]1[cH:3][cH:4][c:5]([CH2:6][N:7]2[C:8]([c:34]3[cH:35][cH:36][cH:37][cH:38][cH:39]3)([OH:40])[c:9]3[c:10]([O:32][CH3:33])[c:11]4[cH:12][cH:13][cH:14][n:15][c:16]4[c:17]([O:21][Si:22]([CH:23]([CH3:24])[CH3:25])([CH:26]([CH3:27])[CH3:28])[CH:29]([CH3:30])[CH3:31])[c:18]3[C:19]2=[O:20])[cH:41][cH:42]1>>[F:1][c:2]1[cH:3][cH:4][c:5]([CH2:6][N:7]2[C:8]([c:34]3[cH:35][cH:36][cH:37][cH:38][cH:39]3)([OH:40])[c:9]3[c:10]([O:32][CH3:33])[c:11]4[cH:12][cH:13][cH:14][n:15][c:16]4[c:17]([OH:21])[c:18]3[C:19]2=[O:20])[cH:41][cH:42]1. Reactants: COC1=C(C=CC(=C1)OC)C=1NC(=C(N1)C)C=1C=NC=CC1 (2-(2,4-dimethoxyphenyl)-4-methyl-5-(3-pyridyl)imidazole), Br (hydrogen bromide), [OH-].[Na+] (sodium hydroxide), ice water. Run in C(C)(=O)O (acetic acid), C(C)(=O)O (acetic acid), Br.[NH+]1=CC=CC=C1 (pyridinium hydrobromide). Reaction conditions: time 19 hour. Product: BrC=1C(=CC(=C(C1)C=1NC(=C(N1)C)C=1C=NC=CC1)OC)OC (2-(5-bromo-2,4-dimethoxyphenyl)-4-methyl-5-(3-pyridyl)imidazole). RXN SMILES: [CH3:1][O:2][C:3]1[CH:8]=[C:7]([O:9][CH3:10])[CH:6]=[CH:5][C:4]=1[C:11]1[NH:12][C:13]([C:17]2[CH:18]=[N:19][CH:20]=[CH:21][CH:22]=2)=[C:14]([CH3:16])[N:15]=1.[BrH:23].[OH-].[Na+]>C(O)(=O)C.Br.[NH+]1C=CC=CC=1>[Br:23][C:6]1[C:7]([O:9][CH3:10])=[CH:8][C:3]([O:2][CH3:1])=[C:4]([C:11]2[NH:12][C:13]([C:17]3[CH:18]=[N:19][CH:20]=[CH:21][CH:22]=3)=[C:14]([CH3:16])[N:15]=2)[CH:5]=1 |f:2.3,5.6|. Procedure: To a solution of 2-(2,4-dimethoxyphenyl)-4-methyl-5-(3-pyridyl)imidazole (1.0 g) in acetic acid (10 ml) were added a solution of hydrogen bromide in acetic acid (28%, 0.2 ml) and pyridinium hydrobromide perbromide (1.49 g), and was stirred at ambient temperature for 19 hours. Then the mixture was poured into ice-water (100 ml), adjusted to pH 4.8 with 8N sodium hydroxide, and extracted with chloroform. The organic layer was washed by aqueous sodium bicarbonate and evaporated, and the residue was... Reactants: O=C(N(Cc1ccnc2ccccc12)C1CCNC(Cc2ccccc2)C1)C(F)(F)F, Cl, O=C1OCCN1P(=O)(Cl)N1CCOC1=O, O=C(O)Cc1ccncc1. Yields the product O=C(Cc1ccncc1)N1CCC(N(Cc2ccnc3ccccc23)C(=O)C(F)(F)F)CC1Cc1ccccc1. RXN SMILES: [CH2:1]([c:2]1[cH:3][cH:4][cH:5][cH:6][cH:7]1)[CH:8]1[NH:9][CH2:10][CH2:11][CH:12]([N:14]([C:15]([C:16]([F:17])([F:18])[F:19])=[O:20])[CH2:21][c:22]2[cH:23][cH:24][n:25][c:26]3[cH:27][cH:28][cH:29][cH:30][c:31]23)[CH2:13]1.[ClH:32].[O:43]=[C:44]1[N:45]([P:46]([Cl:47])([N:48]2[CH2:49][CH2:50][O:51][C:52]2=[O:53])=[O:54])[CH2:55][CH2:56][O:57]1.[n:33]1[cH:34][cH:35][c:36]([CH2:39][C:40](=[O:41])[OH:42])[cH:37][cH:38]1>>[CH2:1]([c:2]1[cH:3][cH:4][cH:5][cH:6][cH:7]1)[CH:8]1[N:9]([C:40]([CH2:39][c:36]2[cH:35][cH:34][n:33][cH:38][cH:37]2)=[O:41])[CH2:10][CH2:11][CH:12]([N:14]([C:15]([C:16]([F:17])([F:18])[F:19])=[O:20])[CH2:21][c:22]2[cH:23][cH:24][n:25][c:26]3[cH:27][cH:28][cH:29][cH:30][c:31]23)[CH2:13]1.